This data is from the Open Reaction Database (ORD), a public repository of structured organic reaction records. The task is: describe an organic reaction: reactants, conditions, products, and yield Reactants: C1CCOC1, CI, O=c1[nH]c(=S)[nH]c2c1cnn2CC(O)c1ccccc1. Product: CSc1nc2c(cnn2CC(O)c2ccccc2)c(=O)[nH]1. Reaction SMILES: [CH2:23]1[O:24][CH2:25][CH2:26][CH2:27]1.[CH3:21][I:22].[OH:1][CH:2]([CH2:3][n:4]1[n:5][cH:6][c:7]2[c:8]1[nH:9][c:10](=[S:14])[nH:11][c:12]2=[O:13])[c:15]1[cH:16][cH:17][cH:18][cH:19][cH:20]1>>[OH:1][CH:2]([CH2:3][n:4]1[n:5][cH:6][c:7]2[c:8]1[n:9][c:10]([S:14][CH3:21])[nH:11][c:12]2=[O:13])[c:15]1[cH:16][cH:17][cH:18][cH:19][cH:20]1. The reactants are CCOCC, NCCN1CCOCC1, COC(=O)c1nc(NCC(c2ccccc2)c2ccccc2)c2ncn(C3OC(CO)C(O)C3O)c2n1. Yields the product O=C(NCCN1CCOCC1)c1nc(NCC(c2ccccc2)c2ccccc2)c2ncn(C3OC(CO)C(O)C3O)c2n1. Reaction SMILES: [CH3:47][CH2:48][O:49][CH2:50][CH3:51].[NH2:38][CH2:39][CH2:40][N:41]1[CH2:42][CH2:43][O:44][CH2:45][CH2:46]1.[OH:1][CH:2]1[CH:3]([n:10]2[c:11]3[n:12][c:13]([C:34](=[O:35])[O:36][CH3:37])[n:14][c:15]([NH:19][CH2:20][CH:21]([c:22]4[cH:23][cH:24][cH:25][cH:26][cH:27]4)[c:28]4[cH:29][cH:30][cH:31][cH:32][cH:33]4)[c:16]3[n:17][cH:18]2)[O:4][CH:5]([CH2:8][OH:9])[CH:6]1[OH:7]>>[OH:1][CH:2]1[CH:3]([n:10]2[c:11]3[n:12][c:13]([C:34](=[O:35])[NH:38][CH2:39][CH2:40][N:41]4[CH2:42][CH2:43][O:44][CH2:45][CH2:46]4)[n:14][c:15]([NH:19][CH2:20][CH:21]([c:22]4[cH:23][cH:24][cH:25][cH:26][cH:27]4)[c:28]4[cH:29][cH:30][cH:31][cH:32][cH:33]4)[c:16]3[n:17][cH:18]2)[O:4][CH:5]([CH2:8][OH:9])[CH:6]1[OH:7]. Reactants: C(C1=CC=CC=C1)OC(=O)N1CCN(CC1)C([C@H](CCC(=O)OC(C)(C)C)NC(=O)C1=NN(C(=C1)OCC(C(C)(C)C)=O)C1=CC=CC=C1)=O (4-((S)-4-tert-Butoxycarbonyl-2-{[5-(3,3-dimethyl-2-oxo-butoxy)-1-phenyl-1H-pyrazole-3-carbonyl]-amino}-butyryl)-piperazine-1-carboxylic acid benzyl ester). The reagents and catalysts are [Pd] (Pd/C). Solvent: C(C)O (ethanol). Reaction conditions: time 24 hour. Product: C(C)(C)(C)OC(CC[C@@H](C(N1CCNCC1)=O)NC(=O)C1=NN(C(=C1)OCC(C(C)(C)C)=O)C1=CC=CC=C1)=O ((S)-4-{[5-(3,3-Dimethyl-2-oxo-butoxy)-1-phenyl-1H-pyrazole-3-carbonyl]-amino}-5-oxo-5-piperazin-1-yl-pentanoic acid tert-butyl ester). Isolated yield 115.7%. Reaction SMILES: C(OC([N:11]1[CH2:16][CH2:15][N:14]([C:17](=[O:50])[C@@H:18]([NH:28][C:29]([C:31]2[CH:35]=[C:34]([O:36][CH2:37][C:38](=[O:43])[C:39]([CH3:42])([CH3:41])[CH3:40])[N:33]([C:44]3[CH:49]=[CH:48][CH:47]=[CH:46][CH:45]=3)[N:32]=2)=[O:30])[CH2:19][CH2:20][C:21]([O:23][C:24]([CH3:27])([CH3:26])[CH3:25])=[O:22])[CH2:13][CH2:12]1)=O)C1C=CC=CC=1>C(O)C.[Pd]>[C:24]([O:23][C:21](=[O:22])[CH2:20][CH2:19][C@H:18]([NH:28][C:29]([C:31]1[CH:35]=[C:34]([O:36][CH2:37][C:38](=[O:43])[C:39]([CH3:40])([CH3:41])[CH3:42])[N:33]([C:44]2[CH:49]=[CH:48][CH:47]=[CH:46][CH:45]=2)[N:32]=1)=[O:30])[C:17](=[O:50])[N:14]1[CH2:15][CH2:16][NH:11][CH2:12][CH2:13]1)([CH3:25])([CH3:26])[CH3:27]. Procedure details: To a solution of 4.4 g 4-((S)-4-tert-Butoxycarbonyl-2-{[5-(3,3-dimethyl-2-oxo-butoxy)-1-phenyl-1H-pyrazole-3-carbonyl]-amino}-butyryl)-piperazine-1-carboxylic acid benzyl ester in 40 ml ethanol were added 0.9 g Pd/C (10%) and the suspension stirred under an atmosphere of hydrogen (3 bar) for 24 h. It was filtrated, washed with ethanol and the solvent evaporated to give the title compound as colorless oil (4.1 g). Reactants: C(C)OC(C(CC)(C)NC(=O)C1=C(C2=CC=CC=C2C(=C1)Cl)OCC1CCN(CC1)C(C)=O)=O (2-{[1-(1-acetyl-piperidin-4-ylmethoxy)-4-chloro-naphthalene-2-carbonyl]-amino}-2-methyl-butyric acid ethyl ester), [OH-].[Na+] (sodium hydroxide). The solvent is C1CCOC1 (THF), CO (MeOH). Run at time 8 hour. Product: C(C)(=O)N1CCC(CC1)COC1=C(C=C(C2=CC=CC=C12)Cl)C(=O)NC(C(=O)O)(CC)C (2-{[1-(1-acetyl-piperidin-4-yl-methoxy)-4-chloro-naphthalene-2-carbonyl]-amino}-2-methyl-butyric acid). Yield: 45.5%. As a reaction SMILES: C([O:3][C:4](=[O:34])[C:5]([NH:9][C:10]([C:12]1[CH:21]=[C:20]([Cl:22])[C:19]2[C:14](=[CH:15][CH:16]=[CH:17][CH:18]=2)[C:13]=1[O:23][CH2:24][CH:25]1[CH2:30][CH2:29][N:28]([C:31](=[O:33])[CH3:32])[CH2:27][CH2:26]1)=[O:11])([CH3:8])[CH2:6][CH3:7])C.[OH-].[Na+]>C1COCC1.CO>[C:31]([N:28]1[CH2:27][CH2:26][CH:25]([CH2:24][O:23][C:13]2[C:14]3[C:19](=[CH:18][CH:17]=[CH:16][CH:15]=3)[C:20]([Cl:22])=[CH:21][C:12]=2[C:10]([NH:9][C:5]([CH3:8])([CH2:6][CH3:7])[C:4]([OH:34])=[O:3])=[O:11])[CH2:30][CH2:29]1)(=[O:33])[CH3:32] |f:1.2|. Procedure details: A solution of 70 mg of 2-{[1-(1-acetyl-piperidin-4-ylmethoxy)-4-chloro-naphthalene-2-carbonyl]-amino}-2-methyl-butyric acid ethyl ester in 4 mL THF and 1 mL MeOH was treated with 4 mL of 2 M aqueous sodium hydroxide. The reaction mixture was stirred at room temperature overnight. The organic solvent was removed in vacuo. The residue was taken up in 6 mL of water and washed with ethyl acetate. The aqueous phase was treated with 2 M hydrochloric acid to pH 4, then extracted with ethyl acetate. The... Reactants: ClC1=CC2=C(N(C(=N2)CCl)C2CCOCC2)C=C1 (5-chloro-2-chloromethyl-1-(tetrahydro-pyran-4-yl)-1H-benzoimidazole), CS(=O)(=O)C1=NNC2=CC=CC=C12 (3-methanesulfonyl-1H-indazole), CS(=O)(=O)C1=NNC2=CN=CC=C21 (3-(methylsulfonyl)-1H-pyrazolo[3,4-c]pyridine). Yields the product ClC1=CC2=C(N(C(=N2)CN2N=C(C3=CC=CC=C23)S(=O)(=O)C)C2CCOCC2)C=C1 (1-{[5-Chloro-1-(tetrahydro-2H-pyran-4-yl)-1H-benzimidazol-2-yl]methyl}-3-(methylsulfonyl)-1H-indazole). RXN SMILES: [Cl:1][C:2]1[CH:18]=[CH:17][C:5]2[N:6]([CH:11]3[CH2:16][CH2:15][O:14][CH2:13][CH2:12]3)[C:7]([CH2:9]Cl)=[N:8][C:4]=2[CH:3]=1.[CH3:19][S:20]([C:23]1[C:31]2[C:26](=[CH:27][CH:28]=[CH:29][CH:30]=2)[NH:25][N:24]=1)(=[O:22])=[O:21].CS(C1C2C(=CN=CC=2)NN=1)(=O)=O>>[Cl:1][C:2]1[CH:18]=[CH:17][C:5]2[N:6]([CH:11]3[CH2:16][CH2:15][O:14][CH2:13][CH2:12]3)[C:7]([CH2:9][N:25]3[C:26]4[C:31](=[CH:30][CH:29]=[CH:28][CH:27]=4)[C:23]([S:20]([CH3:19])(=[O:21])=[O:22])=[N:24]3)=[N:8][C:4]=2[CH:3]=1. Procedure: The title compound was prepared in analogy to Example 2-1 by using 5-chloro-2-chloromethyl-1-(tetrahydro-pyran-4-yl)-1H-benzoimidazole and 3-methanesulfonyl-1H-indazole instead of 5-chloro-2-chloromethyl-1-((S)-1,1-dioxo-tetrahydro-1λ6-thiophen-3-yl)-1H-benzoimidazole and 3-(methylsulfonyl)-1H-pyrazolo[3,4-c]pyridine. The reactants are [Cl-].[NH4+] (ammonium chloride), [Br-].C1(=CC=CC=C1)C1=[N+](CCC2=CC=CC=C12)CC1=CC=CC=C1 (1-phenyl-2-benzyl-3,4-dihydroisoquinolinium bromide), C[Mg]Br (methylmagnesium bromide). The solvent is O (water), O1CCCC1 (tetrahydrofuran), O1CCCC1 (tetrahydrofuran). Product: CC1(N(CCC2=CC=CC=C12)CC1=CC=CC=C1)C1=CC=CC=C1 (1-methyl-1-phenyl-2-benzyl-1,2,3,4-tetrahydroisoquinoline). RXN SMILES: [Br-].[C:2]1([C:8]2[C:17]3[C:12](=[CH:13][CH:14]=[CH:15][CH:16]=3)[CH2:11][CH2:10][N+:9]=2[CH2:18][C:19]2[CH:24]=[CH:23][CH:22]=[CH:21][CH:20]=2)[CH:7]=[CH:6][CH:5]=[CH:4][CH:3]=1.[CH3:25][Mg]Br.[Cl-].[NH4+]>O1CCCC1.O>[CH3:25][C:8]1([C:2]2[CH:3]=[CH:4][CH:5]=[CH:6][CH:7]=2)[C:17]2[C:12](=[CH:13][CH:14]=[CH:15][CH:16]=2)[CH2:11][CH2:10][N:9]1[CH2:18][C:19]1[CH:20]=[CH:21][CH:22]=[CH:23][CH:24]=1 |f:0.1,3.4|. Reported procedure: To a suspension of 1-phenyl-2-benzyl-3,4-dihydroisoquinolinium bromide (353.1 g) in tetrahydrofuran (3.5 l) was added 2.0M tetrahydrofuran solution of methylmagnesium bromide (700 ml) for 1.5 hours with stirring at room temperature. After additional stirring for 1.5 hours, the mixture was poured into a solution of ammonium chloride (300 g) in water (650 ml) under ice cooling. After separation, the aqueous layer was extracted with ethyl acetate (3.5 l). The combined organic layers were washed wit... The reactants are ClC1=NC=C(C=C1)OCOC (2-chloro-5-(methoxymethoxy)pyridine), CC(=C[Mg]Br)C (2-methyl-1-propenylmagnesium bromide). Reagents/catalysts: C1=CC=C(C=C1)P([C-]2C=CC=C2)C3=CC=CC=C3.C1=CC=C(C=C1)P([C-]2C=CC=C2)C3=CC=CC=C3.Cl[Pd]Cl.[Fe+2] (1,1′-bis(diphenylphosphino)ferrocene-palladium dichloride). The solvent is C1CCOC1 (THF), C1CCOC1 (THF). Run at time 12 hour. Product: COCOC=1C=CC(=NC1)C=C(C)C (5-(Methoxymethoxy)-2-(2-methylprop-1-enyl)pyridine). Reaction SMILES: Cl[C:2]1[CH:7]=[CH:6][C:5]([O:8][CH2:9][O:10][CH3:11])=[CH:4][N:3]=1.[CH3:12][C:13]([CH3:17])=[CH:14][Mg]Br>C1COCC1.C1C=CC(P(C2C=CC=CC=2)[C-]2C=CC=C2)=CC=1.C1C=CC(P(C2C=CC=CC=2)[C-]2C=CC=C2)=CC=1.Cl[Pd]Cl.[Fe+2]>[CH3:11][O:10][CH2:9][O:8][C:5]1[CH:6]=[CH:7][C:2]([CH:12]=[C:13]([CH3:17])[CH3:14])=[N:3][CH:4]=1 |f:3.4.5.6|. Reported procedure: A solution of 2-chloro-5-(methoxymethoxy)pyridine (0.620 g, 3.6 mmol) and 1,1′-bis(diphenylphosphino)ferrocene-palladium dichloride (0.13 g, 0.18 mmol) in THF (7 mL) was cooled to 0° C. 2-methyl-1-propenylmagnesium bromide, (0.5 M in THF) (9.3 ml, 4.6 mmol) was added slowly and the reaction was allowed to stir 12 hrs at RT. The reaction was quenched by the addition of a 10:1 aqueous sat ammonium chloride/ammonium hydroxide solution and extracted into ethyl acetate. The combined organic layers we... The reactants are CCOC(C)=O, CCO, O=N[O-], N#Cc1cc([N+](=O)[O-])cc(Br)c1N, [Na+], O, O=S(=O)(O)O. Yields the product N#Cc1cc(Br)cc([N+](=O)[O-])c1. RXN SMILES: [CH3:23][CH2:24][O:25][C:26]([CH3:27])=[O:28].[CH3:29][CH2:30][OH:31].[N:19]([O-:20])=[O:21].[NH2:1][c:2]1[c:3]([C:4]#[N:5])[cH:6][c:7]([N+:11](=[O:12])[O-:13])[cH:8][c:9]1[Br:10].[Na+:22].[OH2:32].[S:14](=[O:15])(=[O:16])([OH:17])[OH:18]>>[cH:2]1[c:3]([C:4]#[N:5])[cH:6][c:7]([N+:11](=[O:12])[O-:13])[cH:8][c:9]1[Br:10]. Reactants: BrC=1C=C(N)C=C(C1)Cl (3-bromo-5-chloroaniline), [Li+].C[Si](C)(C)[N-][Si](C)(C)C (LHMDS), C1(CCCCC1)P(C1=C(C=CC=C1)C1=C(C=C(C=C1C(C)C)C(C)C)C(C)C)C1CCCCC1 (dicyclohexyl(2′,4′,6′-triisopropylbiphenyl-2-yl)phosphine), N1CCOCC1 (morpholine). Reagents/catalysts: C=1C=CC(=CC1)/C=C/C(=O)/C=C/C2=CC=CC=C2.C=1C=CC(=CC1)/C=C/C(=O)/C=C/C2=CC=CC=C2.C=1C=CC(=CC1)/C=C/C(=O)/C=C/C2=CC=CC=C2.[Pd].[Pd] (Pd2dba3). Solvent: O (water), C1CCOC1 (THF), C1CCOC1 (THF). Conditions: temperature 65 celsius, time 2.5 hour. Product: ClC=1C=C(N)C=C(C1)N1CCOCC1 (3-chloro-5-morpholinoaniline). As a reaction SMILES: Br[C:2]1[CH:3]=[C:4]([CH:6]=[C:7]([Cl:9])[CH:8]=1)[NH2:5].C1(P(C2CCCCC2)C2C=CC=CC=2C2C(C(C)C)=CC(C(C)C)=CC=2C(C)C)CCCCC1.[NH:44]1[CH2:49][CH2:48][O:47][CH2:46][CH2:45]1.[Li+].C[Si]([N-][Si](C)(C)C)(C)C>C1COCC1.C1C=CC(/C=C/C(/C=C/C2C=CC=CC=2)=O)=CC=1.C1C=CC(/C=C/C(/C=C/C2C=CC=CC=2)=O)=CC=1.C1C=CC(/C=C/C(/C=C/C2C=CC=CC=2)=O)=CC=1.[Pd].[Pd].O>[Cl:9][C:7]1[CH:6]=[C:4]([CH:3]=[C:2]([N:44]2[CH2:49][CH2:48][O:47][CH2:46][CH2:45]2)[CH:8]=1)[NH2:5] |f:3.4,6.7.8.9.10|. Procedure details: To a stirred solution of 3-bromo-5-chloroaniline (1.00 g, 4.84 mmol), dicyclohexyl(2′,4′,6′-triisopropylbiphenyl-2-yl)phosphine (0.19 g, 0.39 mmol), Pd2dba3 (0.177 g, 0.19 mmol) and morpholine (0.464 g, 5.33 mmol) in THF (9.70 mL). To this mixture was added LHMDS in THF (19.37 mL, 19.37 mmol) and the resulting reaction was heated to 65° C. Stirring continued for 2.5 h. After which the reaction was cooled to rt and then poured into water (100 mL) and extracted with EtOAc (2×150 mL) and DCM (2×150...